This data is from the Open Reaction Database (ORD), a public repository of structured organic reaction records. The task is: describe an organic reaction: reactants, conditions, products, and yield Reactants: N1=CC=CC=C1 (pyridine), FC=1C=C(C=C(C1N1CC2OC2C1)F)N (3,5-Difluoro-4-(6-oxa-3-aza-bicyclo[3.1.0]hex-3-yl)-phenylamine), ClC(=O)OCC1=CC=CC=C1 (Benzyl chloroformate). The solvent is ClCCl (dichloromethane). Reaction conditions: temperature 0 celsius, time 1 hour. Product: C(C1=CC=CC=C1)OC(NC1=CC(=C(C(=C1)F)N1CC2OC2C1)F)=O ([3,5-Difluoro-4-(6-oxa-3-aza-bicyclo[3.1.0]hex-3-yl)-phenyl]-carbamic acid benzyl ester). As a reaction SMILES: [F:1][C:2]1[CH:3]=[C:4]([NH2:15])[CH:5]=[C:6]([F:14])[C:7]=1[N:8]1[CH2:13][CH:12]2[CH:10]([O:11]2)[CH2:9]1.N1C=CC=CC=1.Cl[C:23]([O:25][CH2:26][C:27]1[CH:32]=[CH:31][CH:30]=[CH:29][CH:28]=1)=[O:24]>ClCCl>[CH2:26]([O:25][C:23](=[O:24])[NH:15][C:4]1[CH:5]=[C:6]([F:14])[C:7]([N:8]2[CH2:13][CH:12]3[CH:10]([O:11]3)[CH2:9]2)=[C:2]([F:1])[CH:3]=1)[C:27]1[CH:32]=[CH:31][CH:30]=[CH:29][CH:28]=1. Procedure details: 3,5-Difluoro-4-(6-oxa-3-aza-bicyclo[3.1.0]hex-3-yl)-phenylamine (0.14 g, 0.66 mmol) was dissolved in dichloromethane (1.0 mL) and pyridine (0.11 mL, 1.32 mmol) and stirred at 0° C. Benzyl chloroformate (0.1 mL, 0.72 mmol) was added and the mixture was stirred at 0° C. for one hour. The reaction mixture was allowed to warm to room temperature, washed with water, brine and dried (MgSO4). The title compound was isolated by silica gel chromatography (0-1% MeOH-DCM) as a pale yellow solid. Product: C1CCCCC1.C(C1=CC(C(=O)[O-])=CC=C1)(=O)OC(C)(C)C (cyclohexane tertiary butyl isophthalate). Procedure: Synthesis of the co-cyclohexane-tbia was carried out in a batch reactor which was charged with the following raw materials: 1,4 dimethyl cyclohexane dicarboxylate (8.45 kg), 1,4 cyclohexane dimethanol (8.98 kg), neopentyl glycol (1.8 kg), ethylene glycol (7.95 kg), trimethylol propane (0.2 kg), cobalt (II) acetate (3.6 g), zinc acetate (5.0 g), and antimony (III) acetate (6.5 g). Under a pressure of 2 atmospheres (2×105 N/m2), this mixture was heated to 254 C while removing the reaction by-produ... Starting materials: cyclohexane-tbia, OCC(C)(CO)C (neopentyl glycol), C1(CCC(CC1)CO)CO (1,4 cyclohexane dimethanol), C(C)(=O)[O-].[Sb+3].C(C)(=O)[O-].C(C)(=O)[O-] (antimony (III) acetate), raw materials, COC(=O)C1CCC(CC1)C(=O)OC (1,4 dimethyl cyclohexane dicarboxylate), C(O)C(CC)(CO)CO (trimethylol propane). Run in C(CO)O (ethylene glycol). Reaction conditions: temperature 254 celsius. As a reaction SMILES: C[O:2][C:3]([CH:5]1[CH2:10][CH2:9][CH:8](C(OC)=O)[CH2:7][CH2:6]1)=[O:4].[CH:15]1([CH2:23][OH:24])[CH2:20][CH2:19][CH:18](CO)[CH2:17][CH2:16]1.OC[C:27]([CH3:31])([CH2:29]O)[CH3:28].C(C(CO)(CO)CC)[OH:33].C([O-])(=O)C.[Sb+3].C([O-])(=O)C.C([O-])(=O)C>C([O-])(=O)C.[Co+2].C([O-])(=O)C.C([O-])(=O)C.[Zn+2].C([O-])(=O)C.C(O)CO>[CH2:5]1[CH2:10][CH2:9][CH2:8][CH2:7][CH2:6]1.[C:23]([O:24][C:27]([CH3:28])([CH3:29])[CH3:31])(=[O:33])[C:15]1[CH:16]=[CH:17][CH:18]=[C:19]([C:3]([O-:4])=[O:2])[CH:20]=1 |f:4.5.6.7,8.9.10,11.12.13,15.16|. Reagents/catalysts: C(C)(=O)[O-].[Co+2].C(C)(=O)[O-] (cobalt (II) acetate), C(C)(=O)[O-].[Zn+2].C(C)(=O)[O-] (zinc acetate).